This data is from the Open Reaction Database (ORD), a public repository of structured organic reaction records. The task is: describe an organic reaction: reactants, conditions, products, and yield The reactants are O[C@H](C)[C@@H]1[C@@H]2N([C@H](C([C@@H]2C)=O)C(=O)OCC2=CC=C(C=C2)[N+](=O)[O-])C1=O (4-nitrobenzyl (1R,3R,5R,6S)-6-((1R)-1-hydroxyethyl)-1-methyl-2-oxo-1-carbapenam-3-carboxylate), N1=CC(=CC2=CC=CC=C12)C(=O)C=1N=CN2C1SC(=C2)[Sn](CCCC)(CCCC)CCCC (7-(quinolin-3-yl)carbonyl-2-(tri-n-butylstannyl)imidazo[5,1-b]thiazole). Yields the product O[C@H](C)[C@@H]1[C@@H]2N(C(=C([C@@H]2C)C2=CN3C(S2)=C(N=C3)C(=O)C=3C=NC2=CC=CC=C2C3)C(=O)OCC3=CC=C(C=C3)[N+](=O)[O-])C1=O (4-Nitrobenzyl (1S,5R,6S)-6-((1R)-1-hydroxyethyl)-1-methyl-2-[7-(quinolin-3-yl)carbonylimidazo[5,1-b]-thiazol-2-yl]-1-carbapen-2-em-3-carboxylate). Isolated yield 42.4%. As a reaction SMILES: [OH:1][C@@H:2]([C@H:4]1[C:25](=[O:26])[N:6]2[C@@H:7]([C:12]([O:14][CH2:15][C:16]3[CH:21]=[CH:20][C:19]([N+:22]([O-:24])=[O:23])=[CH:18][CH:17]=3)=[O:13])[C:8](=O)[C@H:9]([CH3:10])[C@H:5]12)[CH3:3].[N:27]1[C:36]2[C:31](=[CH:32][CH:33]=[CH:34][CH:35]=2)[CH:30]=[C:29]([C:37]([C:39]2[N:40]=[CH:41][N:42]3[CH:46]=[C:45]([Sn](CCCC)(CCCC)CCCC)[S:44][C:43]=23)=[O:38])[CH:28]=1>>[OH:1][C@@H:2]([C@H:4]1[C:25](=[O:26])[N:6]2[C:7]([C:12]([O:14][CH2:15][C:16]3[CH:21]=[CH:20][C:19]([N+:22]([O-:24])=[O:23])=[CH:18][CH:17]=3)=[O:13])=[C:8]([C:45]3[S:44][C:43]4=[C:39]([C:37]([C:29]5[CH:28]=[N:27][C:36]6[C:31]([CH:30]=5)=[CH:32][CH:33]=[CH:34][CH:35]=6)=[O:38])[N:40]=[CH:41][N:42]4[CH:46]=3)[C@H:9]([CH3:10])[C@H:5]12)[CH3:3]. Procedure: 4-Nitrobenzyl (1S,5R,6S)-6-((1R)-1-hydroxyethyl)-1-methyl-2-[7-(quinolin-3-yl)carbonylimidazo[5,1-b]-thiazol-2-yl]-1-carbapen-2-em-3-carboxylate (86 mg) was prepared in substantially the same manner as in step a) of Example 1, except that 180 mg of 4-nitrobenzyl (1R,3R,5R,6S)-6-((1R)-1-hydroxyethyl)-1-methyl-2-oxo-1-carbapenam-3-carboxylate and 185 mg of 7-(quinolin-3-yl)carbonyl-2-(tri-n-butylstannyl)imidazo[5,1-b]thiazole were used as the starting compounds. Starting materials: C(C)(C)(C)OC(NC1(CCC1)C1=CC=C(C=C1)C1=NC=2N(N=C3C=CC(=CC23)C2=CC(=CC=C2)C#N)C=C1C1=CC=CC=C1)=O ((1-{4-[9-(3-Cyanophenyl)-3-phenylpyrimido[1,2-b]indazol-2-yl]phenyl}cyclobutyl)carbamic acid tert-butyl ester). Run in Cl (hydrogen chloride), O1CCOCC1 (dioxane). Product: NC1(CCC1)C1=CC=C(C=C1)C1=NC=2N(N=C3C=CC(=CC23)C=2C=C(C#N)C=CC2)C=C1C1=CC=CC=C1 (3-{2-[4-(1-Aminocyclobutyl)phenyl]-3-phenylpyrimido[1,2-b]indazol-9-yl}-benzonitrile). Isolated yield 40.7%. RXN SMILES: C(OC(=O)[NH:7][C:8]1([C:12]2[CH:17]=[CH:16][C:15]([C:18]3[C:38]([C:39]4[CH:44]=[CH:43][CH:42]=[CH:41][CH:40]=4)=[CH:37][N:21]4[N:22]=[C:23]5[C:28]([CH:27]=[C:26]([C:29]6[CH:34]=[CH:33][CH:32]=[C:31]([C:35]#[N:36])[CH:30]=6)[CH:25]=[CH:24]5)=[C:20]4[N:19]=3)=[CH:14][CH:13]=2)[CH2:11][CH2:10][CH2:9]1)(C)(C)C>Cl.O1CCOCC1>[NH2:7][C:8]1([C:12]2[CH:13]=[CH:14][C:15]([C:18]3[C:38]([C:39]4[CH:44]=[CH:43][CH:42]=[CH:41][CH:40]=4)=[CH:37][N:21]4[N:22]=[C:23]5[C:28]([CH:27]=[C:26]([C:29]6[CH:30]=[C:31]([CH:32]=[CH:33][CH:34]=6)[C:35]#[N:36])[CH:25]=[CH:24]5)=[C:20]4[N:19]=3)=[CH:16][CH:17]=2)[CH2:9][CH2:10][CH2:11]1. Procedure: 126.9 mg (0.21 mmol) (1-{4-[9-(3-Cyanophenyl)-3-phenylpyrimido[1,2-b]indazol-2-yl]phenyl}cyclobutyl)carbamic acid tert-butyl ester in 7 mL 4M hydrogen chloride in dioxane were stirred over night at room temperature. The solvent was evaporated and the residue was treated with saturated sodium bicarbonate solution. After extraction with dichloromethane (three times) the combined organic extracts were washed with brine, dried (sodium sulfate) and filtrated. The solvent was removed and the residue (...